From a dataset of the Open Reaction Database (ORD), a public repository of structured organic reaction records. describe an organic reaction: reactants, conditions, products, and yield The reactants are FC=1C=C(C=CC1)C1=NOC(=C1)C(F)(F)F (3-(3-fluoro-phenyl)-5-trifluoromethyl-isoxazole), C1(=CC=CC=C1)C1=NOC(=C1C=1N=CN(C1)C1=CC=CC=C1)C(F)(F)F (3-phenyl-4-(1-phenyl-1H-imidazol-4-yl)-5-trifluoromethyl-isoxazole). Procedure details: As described for Example 1e, 3-(3-fluoro-phenyl)-5-trifluoromethyl-isoxazole (20 g, 86.5 mmol), instead of 3-phenyl-4-(1-phenyl-1H-imidazol-4-yl)-5-trifluoromethyl-isoxazole, was converted to the title compound (12.2 g, 51%) which was obtained as a light yellow oil. MS: m/e=272.1 [M−H]−. The yield is 51.0%. Product: FC=1C=C(C=CC1)C1=NOC(=C1C(C)=O)C(F)(F)F (1-[3-(3-Fluoro-phenyl)-5-trifluoromethyl-isoxazol-4-yl]-ethanone). As a reaction SMILES: [F:1][C:2]1[CH:3]=[C:4]([C:8]2[CH:12]=[C:11]([C:13]([F:16])([F:15])[F:14])[O:10][N:9]=2)[CH:5]=[CH:6][CH:7]=1.C1(C2[C:27](C3N=CN(C4C=CC=CC=4)C=3)=[C:26](C(F)(F)F)[O:25]N=2)C=CC=CC=1>>[F:1][C:2]1[CH:3]=[C:4]([C:8]2[C:12]([C:26](=[O:25])[CH3:27])=[C:11]([C:13]([F:14])([F:15])[F:16])[O:10][N:9]=2)[CH:5]=[CH:6][CH:7]=1. The reactants are [Cl-].C(#N)C=1C=CC(=C(C1)C[P+](C1=CC=CC=C1)(C1=CC=CC=C1)C1=CC=CC=C1)NC(C(F)(F)F)=O (({5-Cyano-2-[(trifluoroacetyl)amino]phenyl}methyl)(triphenyl)phosphonium chloride), [Cl-].C(#N)C=1C=CC(=C(C1)C[P+](C1=CC=CC=C1)(C1=CC=CC=C1)C1=CC=CC=C1)NC(C(F)(F)F)=O (({5-Cyano-2-[(trifluoroacetyl)amino]phenyl}methyl)(triphenyl)phosphonium chloride). Run in CN(C)C=O (DMF). The product is FC(C=1NC2=CC=C(C=C2C1)C#N)(F)F (2-Trifluoromethyl-1H-indole-5-carbonitrile). Yield: 108.7%. RXN SMILES: [Cl-].[C:2]([C:4]1[CH:5]=[CH:6][C:7]([NH:30][C:31](=O)[C:32]([F:35])([F:34])[F:33])=[C:8]([CH2:10][P+](C2C=CC=CC=2)(C2C=CC=CC=2)C2C=CC=CC=2)[CH:9]=1)#[N:3]>CN(C=O)C>[F:33][C:32]([F:35])([F:34])[C:31]1[NH:30][C:7]2[C:8]([CH:10]=1)=[CH:9][C:4]([C:2]#[N:3])=[CH:5][CH:6]=2 |f:0.1|. Procedure details: ({5-Cyano-2-[(trifluoroacetyl)amino]phenyl}methyl)(triphenyl)phosphonium chloride (Intermediate 2, 50.41 g, 95 mmol) was heated in DMF (180 ml) at 140° C. for 7 h. The mixture was cooled to room temperature and the solvents were evaporated. This residue was combined with the corresponding residue from another experiment (wherein Intermediate 2, 7.9 g, 15.05 mmol was heated in DMF (50 ml) at 155° C. for 2 h). The combined residues were azeotroped with toluene (100 ml×2). The resulting residue was... Starting materials: CC(O)c1ccc2c(n1)N1C(C)CN(C(=O)OC(C)(C)C)CC1C2, CN(C)C=O, CI, [Cl-], [NH4+]. Yields the product COC(C)c1ccc2c(n1)N1C(C)CN(C(=O)OC(C)(C)C)CC1C2. RXN SMILES: [C:1]([CH3:2])([CH3:3])([CH3:4])[O:5][C:6](=[O:7])[N:8]1[CH2:9][CH:10]2[CH2:11][c:12]3[cH:13][cH:14][c:15]([CH:22]([CH3:23])[OH:24])[n:16][c:17]3[N:18]2[CH:19]([CH3:21])[CH2:20]1.[CH3:25][N:26]([CH3:27])[CH:28]=[O:29].[CH3:30][I:31].[Cl-:32].[NH4+:33]>>[C:1]([CH3:2])([CH3:3])([CH3:4])[O:5][C:6](=[O:7])[N:8]1[CH2:9][CH:10]2[CH2:11][c:12]3[cH:13][cH:14][c:15]([CH:22]([CH3:23])[O:24][CH3:25])[n:16][c:17]3[N:18]2[CH:19]([CH3:21])[CH2:20]1. Reactants: BrC1=CC=CC=2[C@H]3[C@@H](NC12)CCN(C3)C(=O)OCC ((4aS,9bR)-ethyl 6-bromo-3,4,4a,5-tetrahydro-1H-pyrido[4,3-b]indole-2(9bH)-carboxylate), ClCC(=O)N (chloroacetamide), [I-].[K+] (potassium iodide), C(C)(C)N(CC)C(C)C (diisopropyl ethylamine), CNC(CCl)=O (N-methyl chloroacetamide), C(C)(C)N(CC)C(C)C (diisopropyl ethylamine), (6bR,10aS)-ethyl 3,6b,9,10,10a-hexahydro-3-methyl-2-oxo-1H-pyrido[3′,4′:4,5]-pyrrolo[1,2,3-de]quinoxaline-8-carboxylate, teflon, Formula 1D, C([O-])([O-])=O.[K+].[K+] (potassium carbonate), CNCCNC (dimethylethylene diamine), 4. The reagents and catalysts are [Cu](I)I (copper iodide). Solvent: O1CCOCC1 (dioxane), O1CCOCC1 (dioxane). Conditions: temperature 103 celsius. Yields the product O=C1NC=2C=CC=C3C2N(C1)[C@@H]1[C@H]3CN(CC1)C(=O)OCC ((6bR,10aS)-ethyl 2,3,6b,9,10,10a-hexahydro-2-oxo-1H-pyrido[3′,4′:4,5]-pyrrolo[1,2,3-de]quinoxaline-8-carboxylate). Reaction SMILES: Br[C:2]1[C:10]2[NH:9][C@H:8]3[CH2:11][CH2:12][N:13]([C:15]([O:17][CH2:18][CH3:19])=[O:16])[CH2:14][C@H:7]3[C:6]=2[CH:5]=[CH:4][CH:3]=1.Cl[CH2:21][C:22]([NH2:24])=[O:23].[I-].[K+].C(N(C(C)C)CC)(C)C.CNC(=O)CCl.C(=O)([O-])[O-].[K+].[K+].CNCCNC>[Cu](I)I.O1CCOCC1>[O:23]=[C:22]1[CH2:21][N:9]2[C@H:8]3[CH2:11][CH2:12][N:13]([C:15]([O:17][CH2:18][CH3:19])=[O:16])[CH2:14][C@H:7]3[C:6]3[C:10]2=[C:2]([CH:3]=[CH:4][CH:5]=3)[NH:24]1 |f:2.3,6.7.8|. Procedure: Alternative to Example 5 above, (6bR,10aS)-ethyl 3,6b,9,10,10a-hexahydro-3-methyl-2-oxo-1H-pyrido[3′,4′:4,5]-pyrrolo[1,2,3-de]quinoxaline-8-carboxylate may also be made in a one pot method starting from Compound of Formula 1D. A 2 liter 4 neck round bottom flask is equipped with a mechanical stirrer, reflux condenser, N2 inlet, teflon covered K-type temperature probe with a controller, and a heating mantle. To the flask is charged (4aS,9bR)-ethyl 6-bromo-3,4,4a,5-tetrahydro-1H-pyrido[4,3-b]indol...